From a dataset of the Open Reaction Database (ORD), a public repository of structured organic reaction records. describe an organic reaction: reactants, conditions, products, and yield Starting materials: CO, CCOC(=O)c1cc(C)nn1-c1ncccc1Cl, [Na+], [OH-], O. Yields the product Cc1cc(C(=O)O)n(-c2ncccc2Cl)n1. As a reaction SMILES: [CH3:19][OH:20].[Cl:1][c:2]1[c:3](-[n:8]2[n:9][c:10]([CH3:18])[cH:11][c:12]2[C:13](=[O:14])[O:15][CH2:16][CH3:17])[n:4][cH:5][cH:6][cH:7]1.[Na+:22].[OH-:21].[OH2:23]>>[Cl:1][c:2]1[c:3](-[n:8]2[n:9][c:10]([CH3:18])[cH:11][c:12]2[C:13](=[O:14])[OH:15])[n:4][cH:5][cH:6][cH:7]1. Starting materials: [Li]CCCC, CCOC(=O)N1CCNCC1, CCCCCC, C[Si](C)(C)Cl, C1CCOC1. Yields the product CCOC(=O)N1CCN([Si](C)(C)C)CC1. Reaction SMILES: [CH2:12]([Li:13])[CH2:14][CH2:15][CH3:16].[CH2:1]([CH3:2])[O:3][C:4](=[O:5])[N:6]1[CH2:7][CH2:8][NH:9][CH2:10][CH2:11]1.[CH3:27][CH2:28][CH2:29][CH2:30][CH2:31][CH3:32].[Cl:17][Si:18]([CH3:19])([CH3:20])[CH3:21].[O:22]1[CH2:23][CH2:24][CH2:25][CH2:26]1>>[CH2:1]([CH3:2])[O:3][C:4](=[O:5])[N:6]1[CH2:7][CH2:8][N:9]([Si:18]([CH3:19])([CH3:20])[CH3:21])[CH2:10][CH2:11]1. Reactants: BrCC1=CC=C(C=C1)C1=C(C=C(C=N1)C1=NC=CC=N1)C1=CC=CC=C1 (2-{6-[4-(bromomethyl)phenyl]-5-phenylpyridin-3-yl}pyrimidine), N1CCC(CC1)N1N=CC=2C1=NC=NC2N (1-piperidin-4-yl-1H-pyrazolo[3,4-d]pyrimidin-4-amine), CCN(C(C)C)C(C)C (DIEA), CO (MeOH). The solvent is C1CCOC1 (THF). The product is C1(=CC=CC=C1)C=1C(=NC=C(C1)C1=NC=CC=N1)C1=CC=C(CN2CCC(CC2)N2N=CC=3C2=NC=NC3N)C=C1 (1-{1-[4-(3-phenyl-5-pyrimidin-2-ylpyridin-2-yl)benzyl]piperidin-4-yl}-1H-pyrazolo[3,4-d]pyrimidin-4-amine). RXN SMILES: Br[CH2:2][C:3]1[CH:8]=[CH:7][C:6]([C:9]2[N:14]=[CH:13][C:12]([C:15]3[N:20]=[CH:19][CH:18]=[CH:17][N:16]=3)=[CH:11][C:10]=2[C:21]2[CH:26]=[CH:25][CH:24]=[CH:23][CH:22]=2)=[CH:5][CH:4]=1.[NH:27]1[CH2:32][CH2:31][CH:30]([N:33]2[C:37]3=[N:38][CH:39]=[N:40][C:41]([NH2:42])=[C:36]3[CH:35]=[N:34]2)[CH2:29][CH2:28]1.CCN(C(C)C)C(C)C.CO>C1COCC1>[C:21]1([C:10]2[C:9]([C:6]3[CH:5]=[CH:4][C:3]([CH2:2][N:27]4[CH2:32][CH2:31][CH:30]([N:33]5[C:37]6=[N:38][CH:39]=[N:40][C:41]([NH2:42])=[C:36]6[CH:35]=[N:34]5)[CH2:29][CH2:28]4)=[CH:8][CH:7]=3)=[N:14][CH:13]=[C:12]([C:15]3[N:16]=[CH:17][CH:18]=[CH:19][N:20]=3)[CH:11]=2)[CH:26]=[CH:25][CH:24]=[CH:23][CH:22]=1. Procedure details: A mixture of crude 2-{6-[4-(bromomethyl)phenyl]-5-phenylpyridin-3-yl}pyrimidine (0.050 g, 0.124 mmol), 1-piperidin-4-yl-1H-pyrazolo[3,4-d]pyrimidin-4-amine (0.030 g, 0.137 mmol), and DIEA (0.065 mL, 0.373 mmol) in 1:1 MeOH:THF (1 mL) was stirred for 1 hr. Reaction concentrated and the residue was purified by reverse phase HPLC (5% CH3CN: 95% H2O: 0.01% TFA to 95% CH3CN: 5% H2O: 0.01% TFA) to give the title compound. 1H-NMR (500 MHz, d6 DMSO) δ 9.77 (bs, 1H), 9.60 (d, 1H, J=2.0 Hz), 9.00 (d, 2H, ...